Task: describe an organic reaction: reactants, conditions, products, and yield. Dataset: the Open Reaction Database (ORD), a public repository of structured organic reaction records Reactants: CO/C=C/C1OC2=C(C1)C=C(C=C2)C2=CC=C(C#N)C=C2 (4-{2-[(E)-2-methoxyethenyl]-2,3-dihydro-1-benzofuran-5-yl}benzonitrile), O.C1(=CC=C(C=C1)S(=O)(=O)O)C (p-toluenesulfonic acid monohydrate). Solvent: C(Cl)Cl (CH2Cl2), CC(=O)C (acetone). Yields the product O=CCC1OC2=C(C1)C=C(C=C2)C2=CC=C(C#N)C=C2 (4-[2-(2-oxoethyl)-2,3-dihydro-1-benzofuran-5-yl]benzonitrile). Yield: 86.5%. RXN SMILES: C[O:2]/[CH:3]=[CH:4]/[CH:5]1[CH2:9][C:8]2[CH:10]=[C:11]([C:14]3[CH:21]=[CH:20][C:17]([C:18]#[N:19])=[CH:16][CH:15]=3)[CH:12]=[CH:13][C:7]=2[O:6]1.O.C1(C)C=CC(S(O)(=O)=O)=CC=1>CC(C)=O.C(Cl)Cl>[O:2]=[CH:3][CH2:4][CH:5]1[CH2:9][C:8]2[CH:10]=[C:11]([C:14]3[CH:21]=[CH:20][C:17]([C:18]#[N:19])=[CH:16][CH:15]=3)[CH:12]=[CH:13][C:7]=2[O:6]1 |f:1.2|. Reported procedure: A solution of Example 67A (0.5 g, 1.8 mmol) in acetone (10 mL) and p-toluenesulfonic acid monohydrate (0.51 g, 2.7 mmol) was stirred for 45 minutes, diluted with CH2Cl2 (150 mL), washed with cold aqueous sodium bicarbonate (2×100 mL, 10% solution), water (2×100 mL), dried (Na2SO4), filtered and concentrated under reduced pressure. The residue was purified on silica using CH2Cl2 to give the titled compound (0.41 g, 87%). 1HNMR (CDCl3): 2.95 (m, 2H), 3.65 (m, 3H), 6.82 (d, J=7 Hz, 1H), 7.40 (m, 2H... The reactants are C=O, O=C1N=C(N2CCNC(CO)C2)SC1=Cc1ccc2c(cnn2Cc2ccc(Cl)cc2C(F)(F)F)c1. Product: CN1CCN(C2=NC(=O)C(=Cc3ccc4c(cnn4Cc4ccc(Cl)cc4C(F)(F)F)c3)S2)CC1CO. RXN SMILES: [CH2:37]=[O:38].[Cl:1][c:2]1[cH:3][c:4]([C:33]([F:34])([F:35])[F:36])[c:5]([CH2:6][n:7]2[n:8][cH:9][c:10]3[cH:11][c:12]([CH:16]=[C:17]4[C:18](=[O:30])[N:19]=[C:20]([N:22]5[CH2:23][CH:24]([CH2:28][OH:29])[NH:25][CH2:26][CH2:27]5)[S:21]4)[cH:13][cH:14][c:15]23)[cH:31][cH:32]1>>[Cl:1][c:2]1[cH:3][c:4]([C:33]([F:34])([F:35])[F:36])[c:5]([CH2:6][n:7]2[n:8][cH:9][c:10]3[cH:11][c:12]([CH:16]=[C:17]4[C:18](=[O:30])[N:19]=[C:20]([N:22]5[CH2:23][CH:24]([CH2:28][OH:29])[N:25]([CH3:37])[CH2:26][CH2:27]5)[S:21]4)[cH:13][cH:14][c:15]23)[cH:31][cH:32]1. The reactants are FC=1C=CC(=C(C1)O)CO (5-fluoro-2-(hydroxymethyl)phenol), BrCCC1=CC=CC=C1 ((bromoethyl)benzene). Product: FC1=CC(=C(C=C1)CO)OC(C)C1=CC=CC=C1 ([4-fluoro-2-(1-phenylethoxy)phenyl]methanol). As a reaction SMILES: [F:1][C:2]1[CH:3]=[CH:4][C:5]([CH2:9][OH:10])=[C:6]([OH:8])[CH:7]=1.Br[CH2:12][CH2:13][C:14]1[CH:19]=[CH:18][CH:17]=[CH:16][CH:15]=1>>[F:1][C:2]1[CH:3]=[CH:4][C:5]([CH2:9][OH:10])=[C:6]([O:8][CH:13]([C:14]2[CH:19]=[CH:18][CH:17]=[CH:16][CH:15]=2)[CH3:12])[CH:7]=1. Procedure details: The title compound was prepared from 5-fluoro-2-(hydroxymethyl)phenol and (bromoethyl)benzene according to the procedure for the preparation of Example 136, part A. The reactants are CC(=O)O[BH-](OC(C)=O)OC(C)=O, ClCCl, CC(=O)O, COc1cc(Nc2c(C#N)cnc3cc(-c4ccc(C=O)o4)ccc23)c(Cl)cc1Cl, [Na+], NCCS(=O)(=O)c1ccccc1. Yields the product COc1cc(Nc2c(C#N)cnc3cc(-c4ccc(CNCCS(=O)(=O)c5ccccc5)o4)ccc23)c(Cl)cc1Cl. As a reaction SMILES: [C:43]([O:44][BH-:45]([O:46][C:47](=[O:48])[CH3:49])[O:50][C:51](=[O:52])[CH3:53])(=[O:54])[CH3:55].[CH2:61]([Cl:62])[Cl:63].[CH3:57][C:58](=[O:59])[OH:60].[Cl:13][c:14]1[c:15]([NH:16][c:17]2[c:18]([C:34]#[N:35])[cH:19][n:20][c:21]3[cH:22][c:23](-[c:27]4[o:28][c:29]([CH:32]=[O:33])[cH:30][cH:31]4)[cH:24][cH:25][c:26]23)[cH:36][c:37]([O:41][CH3:42])[c:38]([Cl:40])[cH:39]1.[Na+:56].[c:1]1([S:7](=[O:8])(=[O:9])[CH2:10][CH2:11][NH2:12])[cH:2][cH:3][cH:4][cH:5][cH:6]1>>[c:1]1([S:7](=[O:8])(=[O:9])[CH2:10][CH2:11][NH:12][CH2:32][c:29]2[o:28][c:27](-[c:23]3[cH:22][c:21]4[n:20][cH:19][c:18]([C:34]#[N:35])[c:17]([NH:16][c:15]5[c:14]([Cl:13])[cH:39][c:38]([Cl:40])[c:37]([O:41][CH3:42])[cH:36]5)[c:26]4[cH:25][cH:24]3)[cH:31][cH:30]2)[cH:2][cH:3][cH:4][cH:5][cH:6]1. Reactants: COC1=CC=C(C=C1)C#C (4-methoxyphenyl acetylene), BrC1=C2/C(/C(NC2=CC=C1)=O)=C/C=1NC=CC1OC ((Z)-4-bromo-1,3-dihydro-3-[(3-methoxy-1H-pyrrol-2-yl)methylene]-2H-indol-2-one), BrC1=C2/C(/C(NC2=CC=C1)=O)=C/C=1NC=CC1OC ((Z)-4-bromo-1,3-dihydro-3-[(3-methoxy-1H-pyrrol-2-yl)methylene]-2H-indol-2-one). Reagents/catalysts: [Cu]I (CuI). The solvent is CN(C)C=O (DMF), CCN(CC)CC (Et3N). Product: COC1=CC=C(C=C1)C#CC1=C2/C(/C(NC2=CC=C1)=O)=C/C=1NC=CC1OC ((Z)-1,3-dihydro-4-[(4-methoxyphenyl)ethynyl]-3-[(3-methoxy-1H-pyrrol-2-yl)methylene]-2H-indol-2-one). As a reaction SMILES: [CH3:1][O:2][C:3]1[CH:8]=[CH:7][C:6]([C:9]#[CH:10])=[CH:5][CH:4]=1.Br[C:12]1[CH:20]=[CH:19][CH:18]=[C:17]2[C:13]=1/[C:14](=[CH:22]/[C:23]1[NH:24][CH:25]=[CH:26][C:27]=1[O:28][CH3:29])/[C:15](=[O:21])[NH:16]2>[Cu]I.CN(C=O)C.CCN(CC)CC>[CH3:1][O:2][C:3]1[CH:8]=[CH:7][C:6]([C:9]#[C:10][C:12]2[CH:20]=[CH:19][CH:18]=[C:17]3[C:13]=2/[C:14](=[CH:22]/[C:23]2[NH:24][CH:25]=[CH:26][C:27]=2[O:28][CH3:29])/[C:15](=[O:21])[NH:16]3)=[CH:5][CH:4]=1. Procedure details: Using general Method D above, 4-methoxyphenyl acetylene (0.49 g, 3.68 mmol) (from Step A above) was coupled with (Z)-4-bromo-1,3-dihydro-3-[(3-methoxy-1H-pyrrol-2-yl)methylene]-2H-indol-2-one (Starting Material 1) (0.47 g, 1.47 mmol) using DPPFPdCl2 (0.12 g) (Aldrich) and CuI (28 mg) (Aldrich) as catalyst in DMF (10 mL) and Et3N (15 mL) as solvent and was heated at reflux for 1 day, yielding (Z)-1,3-dihydro-4-[(4-methoxyphenyl)ethynyl]-3-[(3-methoxy-1H-pyrrol-2-yl)methylene]-2H-indol-2-one. (Yie... The reactants are COC1=CC=C(C=C1)C(CC(=O)OCC)=O (ethyl 3-(4-methoxyphenyl)-3-oxopropanoate), N1CCCCC1 (piperidine), OC1=C(C=O)C=CC=C1 (2-hydroxybenzaldehyde). Run in C(C)O (ethanol). Run at time 8 hour. The product is COC1=CC=C(C(=O)C=2C(OC3=CC=CC=C3C2)=O)C=C1 (3-(4-methoxybenzoyl)-2H-chromen-2-one). Isolated yield 87.6%. As a reaction SMILES: [CH3:1][O:2][C:3]1[CH:8]=[CH:7][C:6]([C:9](=[O:16])[CH2:10][C:11]([O:13][CH2:14][CH3:15])=[O:12])=[CH:5][CH:4]=1.N1[CH2:22][CH2:21][CH2:20][CH2:19][CH2:18]1.OC1C=CC=CC=1C=O>C(O)C>[CH3:1][O:2][C:3]1[CH:4]=[CH:5][C:6]([C:9]([C:10]2[C:11](=[O:12])[O:13][C:14]3[C:21]([CH:22]=2)=[CH:20][CH:19]=[CH:18][CH:15]=3)=[O:16])=[CH:7][CH:8]=1. Reported procedure: 3.64 g (16.38 mmol) of ethyl 3-(4-methoxyphenyl)-3-oxopropanoate and 1.39 g of piperidine (16.38 mmol) are added to a solution of 2 g (16.38 mmol) of 2-hydroxybenzaldehyde in 15 ml of ethanol. The reaction mixture is stirred for 8 hours at reflux. The solution is cooled, and then the white solid formed is filtered and rinsed with a minimum of ethanol to yield 4.02 g (88%) of 3-(4-methoxybenzoyl)-2H-chromen-2-one. Reported procedure: The title compound is prepared in analogy to 2-diethylamino-6-methyl-isonicotinic acid starting from 2,6-dichloro-isonicotinic acid and N-ethyl-N-methylamine; LC-MS: tR=0.56 min, [M+1]+=209.09; 1H NMR (D6-DMSO): δ 1.16 (t, J=7.0 Hz, 3H), 1.24 (t, J=7.3 Hz, 3H), 2.95 (q, J=7.5 Hz, 2H), 3.57 (s, 3H), 3.76 (q, J=6.8 Hz, 2H), 6.98 (s, 1H), 7.23 (s, 1H). The reactants are C(C)N(C=1C=C(C(=O)O)C=C(N1)C)CC (2-diethylamino-6-methyl-isonicotinic acid), ClC=1C=C(C(=O)O)C=C(N1)Cl (2,6-dichloro-isonicotinic acid), C(C)NC (N-ethyl-N-methylamine). The product is C(C)C=1C=C(C(=O)O)C=C(N1)N(C)CC (2-Ethyl-6-(ethyl-methyl-amino)-isonicotinic acid). RXN SMILES: [CH2:1]([N:3]([CH2:14][CH3:15])[C:4]1[CH:5]=[C:6]([CH:10]=[C:11]([CH3:13])[N:12]=1)[C:7]([OH:9])=[O:8])C.Cl[C:17]1C=C(C=C(Cl)N=1)C(O)=O.C(NC)C>>[CH2:13]([C:11]1[CH:10]=[C:6]([CH:5]=[C:4]([N:3]([CH2:14][CH3:15])[CH3:1])[N:12]=1)[C:7]([OH:9])=[O:8])[CH3:17].